Dataset: the Open Reaction Database (ORD), a public repository of structured organic reaction records. Task: describe an organic reaction: reactants, conditions, products, and yield Starting materials: C(C1=CC=CC=C1)(C1=CC=CC=C1)O (benzhydrol), BrCCCO (3-bromo-1-propanol), C12(C(=O)CC(CC1)C2(C)C)CS(=O)(=O)O (camphor-10-sulfonic acid). Run in C1(=CC=CC=C1)C (toluene). The product is C1(=CC=CC=C1)C(OCCCBr)C1=CC=CC=C1 (3-(Diphenylmethoxy)propyl bromide). Isolated yield 84.5%. RXN SMILES: [CH:1]([OH:14])([C:8]1[CH:13]=[CH:12][CH:11]=[CH:10][CH:9]=1)[C:2]1[CH:7]=[CH:6][CH:5]=[CH:4][CH:3]=1.[Br:15][CH2:16][CH2:17][CH2:18]O.C12(CS(O)(=O)=O)C(C)(C)C(CC1)CC2=O>C1(C)C=CC=CC=1>[C:2]1([CH:1]([C:8]2[CH:9]=[CH:10][CH:11]=[CH:12][CH:13]=2)[O:14][CH2:18][CH2:17][CH2:16][Br:15])[CH:7]=[CH:6][CH:5]=[CH:4][CH:3]=1. Reported procedure: In a reactor fitted with a water trap, a mixture of benzhydrol (5.0 g), 3-bromo-1-propanol (3.8 g), camphor-10-sulfonic acid (1.0 g), and toluene (80 mL) was refluxed for 2 hours. This reaction mixture was concentrated and the residue was purified by silica gel column chromatography (hexane:ethyl acetate=95:5) to provide 7.0 g of the title compound. Yield 85%. Reactants: [H-].[Na+] (sodium hydride), ClC1=CC=C(C2CO2)C=C1 (p-chlorostyrene oxide), [I-].C[S+](C)C (trimethylsulfonium iodide). Yields the product ClC1=CC=C(C=O)C=C1 (p-chlorobenzaldehyde). As a reaction SMILES: [H-].[Na+].[I-].C[S+](C)C.[Cl:8][C:9]1[CH:17]=[CH:16][C:12]([CH:13]2[O:15]C2)=[CH:11][CH:10]=1>>[Cl:8][C:9]1[CH:17]=[CH:16][C:12]([CH:13]=[O:15])=[CH:11][CH:10]=1 |f:0.1,2.3|. Reported procedure: Following the procedure of Example 13 and employing 42.0 g. of 57% sodium hydride/mineral oil, 200 g. (1.0 mol) of trimethylsulfonium iodide and 70.4 g. (0.50 mol) of p-chlorobenzaldehyde there is obtained p-chlorostyrene oxide. Starting materials: ClC1=C(C(=CC(=C1)C(C(F)(F)F)(C(F)(F)F)F)Cl)N (2,6-dichloro-4-(1,2,2,2-tetrafluoro-1-trifluoromethyl-ethyl)-phenylamine), N1=CC=CC=C1 (pyridine), S(=O)=NC=1C=C(C(=O)Cl)C=CC1Br (3-sulfinylamino-4-bromo-benzoyl chloride), CN(C=O)C (dimethylformamide). Solvent: ClCCl (dichloromethane). Conditions: time 1 hour. Product: NC=1C=C(C(=O)NC2=C(C=C(C=C2C)C(C(F)(F)F)(C(F)(F)F)F)C)C=CC1Br (3-amino-4-bromo-N-[2,6-dimethyl-4-(1,2,2,2-tetrafluoro-1-trifluoromethyl-ethyl)-phenyl]-benzamide). Yield: 100.0%. As a reaction SMILES: Cl[C:2]1[CH:7]=[C:6]([C:8]([F:17])([C:13]([F:16])([F:15])[F:14])[C:9]([F:12])([F:11])[F:10])[CH:5]=[C:4](Cl)[C:3]=1N.N1C=CC=C[CH:21]=1.S(=[N:28][C:29]1[CH:30]=[C:31]([CH:35]=[CH:36][C:37]=1[Br:38])[C:32](Cl)=[O:33])=O.C[N:40]([CH3:43])C=O>ClCCl>[NH2:28][C:29]1[CH:30]=[C:31]([CH:35]=[CH:36][C:37]=1[Br:38])[C:32]([NH:40][C:43]1[C:4]([CH3:3])=[CH:5][C:6]([C:8]([F:17])([C:13]([F:15])([F:14])[F:16])[C:9]([F:10])([F:12])[F:11])=[CH:7][C:2]=1[CH3:21])=[O:33]. Procedure details: To a solution of 2,6-dichloro-4-(1,2,2,2-tetrafluoro-1-trifluoromethyl-ethyl)-phenylamine (1.02 g, 3.1 mmol) (Example 6.3) in anhydrous dichloromethane (25 ml), at 20° C., was added sequentially pyridine (0.74 g, 2.0 mmol) and 4-bromo-3-sulfinylamino-benzoyl chloride (0.94 g, 9.30 mmol) (Example 1.2). The reaction mixture was stirred at ambient temperature for one hour. The reaction mixture was then heated to 50° C. for 16 hours. The reaction mixture was allowed to cool to ambient temperature be...